This data is from the Open Reaction Database (ORD), a public repository of structured organic reaction records. The task is: describe an organic reaction: reactants, conditions, products, and yield Starting materials: C(C)OC(=O)C=1SC=C(N1)C(F)(F)F (4-trifluoromethylthiazole-2-carboxylic acid ethylester), CCOC(=O)C (EtOAc), C(C)(C)(C)O[K] (tBuOK). The solvent is C1(=CC=CC=C1)C (toluene). Conditions: temperature 100 celsius, time 1 hour. The product is O=C(CC(=O)OCC)C=1SC=C(N1)C(F)(F)F (ethyl 3-oxo-3-(4-(trifluoromethyl)thiazol-2-yl)propanoate). The yield is 45.0%. As a reaction SMILES: C(O[C:4]([C:6]1[S:7][CH:8]=[C:9]([C:11]([F:14])([F:13])[F:12])[N:10]=1)=[O:5])C.[CH3:15][CH2:16][O:17][C:18]([CH3:20])=[O:19].C(O[K])(C)(C)C>C1(C)C=CC=CC=1>[O:5]=[C:4]([C:6]1[S:7][CH:8]=[C:9]([C:11]([F:12])([F:13])[F:14])[N:10]=1)[CH2:20][C:18]([O:17][CH2:16][CH3:15])=[O:19]. Reported procedure: To a solution of 4-trifluoromethylthiazole-2-carboxylic acid ethylester (8.88 mmol) in toluene (50 mL) were added successively EtOAc (13.32 mmol) and tBuOK (17.76 mmol). The resulting mixture was stirred at 100° C. for 1 hr. The solvent was removed by evaporation and water and Et2O were added. The solution was neutralized with acetic acid. The extract was washed with water and the organic layer was dried over Na2SO4, filtered, and concentrated under reduced pressure to give compound 28 as a yell...